This data is from the Open Reaction Database (ORD), a public repository of structured organic reaction records. The task is: describe an organic reaction: reactants, conditions, products, and yield As a reaction SMILES: [CH3:2][CH:3]([CH2:4][CH2:5][CH2:6][CH2:7][CH2:8][CH3:9])[OH:10].[O:1].[OH2:12].[Pt:11]>>[CH3:2][C:3]([CH2:4][CH2:5][CH2:6][CH2:7][CH2:8][CH3:9])=[O:10]. Starting materials: CCCCCCC(C)O, O, O, [Pt]. Product: CCCCCCC(C)=O.